From a dataset of the Open Reaction Database (ORD), a public repository of structured organic reaction records. describe an organic reaction: reactants, conditions, products, and yield Starting materials: O=C([O-])[O-], c1ccc2[nH]c(C3CC3)nc2c1, Clc1nc(N2CCOCC2)c2nc(CN3CC(C4CCOCC4)C3)sc2n1, [Cs+], [Cs+], C1COCCO1, O=C(C=Cc1ccccc1)C=Cc1ccccc1, O=C(C=Cc1ccccc1)C=Cc1ccccc1, O=C(C=Cc1ccccc1)C=Cc1ccccc1, [Pd], [Pd]. Yields the product c1ccc2c(c1)nc(C1CC1)n2-c1nc(N2CCOCC2)c2nc(CN3CC(C4CCOCC4)C3)sc2n1. RXN SMILES: [C:40](=[O:41])([O-:42])[O-:43].[CH:28]1([c:31]2[nH:32][c:33]3[c:34]([n:35]2)[cH:36][cH:37][cH:38][cH:39]3)[CH2:29][CH2:30]1.[Cl:1][c:2]1[n:3][c:4]([N:22]2[CH2:23][CH2:24][O:25][CH2:26][CH2:27]2)[c:5]2[c:6]([n:7]1)[s:8][c:9]([CH2:11][N:12]1[CH2:13][CH:14]([CH:16]3[CH2:17][CH2:18][O:19][CH2:20][CH2:21]3)[CH2:15]1)[n:10]2.[Cs+:44].[Cs+:45].[O:46]1[CH2:47][CH2:48][O:49][CH2:50][CH2:51]1.[O:54]=[C:55]([CH:56]=[CH:57][c:58]1[cH:59][cH:60][cH:61][cH:62][cH:63]1)[CH:64]=[CH:65][c:66]1[cH:67][cH:68][cH:69][cH:70][cH:71]1.[O:72]=[C:73]([CH:74]=[CH:75][c:76]1[cH:77][cH:78][cH:79][cH:80][cH:81]1)[CH:82]=[CH:83][c:84]1[cH:85][cH:86][cH:87][cH:88][cH:89]1.[O:90]=[C:91]([CH:92]=[CH:93][c:94]1[cH:95][cH:96][cH:97][cH:98][cH:99]1)[CH:100]=[CH:101][c:102]1[cH:103][cH:104][cH:105][cH:106][cH:107]1.[Pd:52].[Pd:53]>>[c:2]1(-[n:32]2[c:31]([CH:28]3[CH2:29][CH2:30]3)[n:35][c:34]3[c:33]2[cH:39][cH:38][cH:37][cH:36]3)[n:3][c:4]([N:22]2[CH2:23][CH2:24][O:25][CH2:26][CH2:27]2)[c:5]2[c:6]([n:7]1)[s:8][c:9]([CH2:11][N:12]1[CH2:13][CH:14]([CH:16]3[CH2:17][CH2:18][O:19][CH2:20][CH2:21]3)[CH2:15]1)[n:10]2. The reactants are FC1=C(C(=CC=C1)F)N1C(C=CC2=C1N=C(N=C2C=2C=C(C(=O)O)C=CC2C)SC)=O (3-[8-(2,6-difluorophenyl)-2-(methylthio)-7-oxo-7,8-dihydropyrido[2,3-d]pyrimidin-4-yl]-4-methylbenzoic acid), Cl.Cl.N1C(=NC=C1)CN ((1H-imidazol-2-ylmethyl)amine dihydrochloride), C1(=CC=CC=C1)CCN (2-phenylethanamine), amide. Yields the product FC1=C(C(=CC=C1)F)N1C(C=CC2=C1N=C(N=C2C=2C=C(C(=O)NCCC1=CC=CC=C1)C=CC2C)NCC=2NC=CN2)=O (3-{8-(2,6-difluorophenyl)-2-[(1H-imidazol-2-ylmethyl)amino]-7-oxo-7,8-dihydropyrido[2,3-d]pyrimidin-4-yl}-4-methyl-N-(2-phenylethyl)benzamide). Reaction SMILES: [F:1][C:2]1[CH:7]=[CH:6][CH:5]=[C:4]([F:8])[C:3]=1[N:9]1[C:14]2[N:15]=[C:16](SC)[N:17]=[C:18]([C:19]3[CH:20]=[C:21]([CH:25]=[CH:26][C:27]=3[CH3:28])[C:22]([OH:24])=O)[C:13]=2[CH:12]=[CH:11][C:10]1=[O:31].[C:32]1([CH2:38][CH2:39][NH2:40])[CH:37]=[CH:36][CH:35]=[CH:34][CH:33]=1.Cl.Cl.[NH:43]1[CH:47]=[CH:46][N:45]=[C:44]1[CH2:48][NH2:49]>>[F:1][C:2]1[CH:7]=[CH:6][CH:5]=[C:4]([F:8])[C:3]=1[N:9]1[C:14]2[N:15]=[C:16]([NH:49][CH2:48][C:44]3[NH:43][CH:47]=[CH:46][N:45]=3)[N:17]=[C:18]([C:19]3[CH:20]=[C:21]([CH:25]=[CH:26][C:27]=3[CH3:28])[C:22]([NH:40][CH2:39][CH2:38][C:32]3[CH:37]=[CH:36][CH:35]=[CH:34][CH:33]=3)=[O:24])[C:13]=2[CH:12]=[CH:11][C:10]1=[O:31] |f:2.3.4|. Procedure details: The title compound is prepared from 3-[8-(2,6-difluorophenyl)-2-(methylthio)-7-oxo-7,8-dihydropyrido[2,3-d]pyrimidin-4-yl]-4-methylbenzoic acid by following the procedures in Example 19 using 2-phenylethanamine for the amide formation and (1H-imidazol-2-ylmethyl)amine dihydrochloride for the displacement reaction: LC-MS m/z 592 (M+H)+, 1.77 min (ret time). Reactants: OCCOCCOCCO, CC1(C(=O)O)CCC(=O)c2cc(C3CCCCC3)c(Cl)cc21, [K+], NN, [OH-], O. The product is CC1(C(=O)O)CCCc2cc(C3CCCCC3)c(Cl)cc21. As a reaction SMILES: [CH2:28]([OH:29])[CH2:30][O:31][CH2:32][CH2:33][O:34][CH2:35][CH2:36][OH:37].[CH3:1][C:2]1([C:20](=[O:21])[OH:22])[CH2:3][CH2:4][C:5](=[O:19])[c:6]2[cH:7][c:8]([CH:13]3[CH2:14][CH2:15][CH2:16][CH2:17][CH2:18]3)[c:9]([Cl:12])[cH:10][c:11]21.[K+:27].[NH2:24][NH2:25].[OH-:26].[OH2:23]>>[CH3:1][C:2]1([C:20](=[O:21])[OH:22])[CH2:3][CH2:4][CH2:5][c:6]2[cH:7][c:8]([CH:13]3[CH2:14][CH2:15][CH2:16][CH2:17][CH2:18]3)[c:9]([Cl:12])[cH:10][c:11]21. As a reaction SMILES: [C:1]([c:2]1[cH:3][cH:4][cH:5][cH:6][cH:7]1)(=[O:8])[c:9]1[cH:10][n:11][c:12]2[c:13]([C:27]([F:28])([F:29])[F:30])[cH:14][cH:15][cH:16][c:17]2[c:18]1-[c:19]1[cH:20][c:21]([CH:22]=[O:23])[cH:24][cH:25][cH:26]1.[CH3:31][c:32]1[c:33]([NH2:34])[cH:35][cH:36][cH:37][cH:38]1>>[C:1]([c:2]1[cH:3][cH:4][cH:5][cH:6][cH:7]1)(=[O:8])[c:9]1[cH:10][n:11][c:12]2[c:13]([C:27]([F:28])([F:29])[F:30])[cH:14][cH:15][cH:16][c:17]2[c:18]1-[c:19]1[cH:20][c:21]([CH2:22][NH:34][c:33]2[c:32]([CH3:31])[cH:38][cH:37][cH:36][cH:35]2)[cH:24][cH:25][cH:26]1. Reactants: O=Cc1cccc(-c2c(C(=O)c3ccccc3)cnc3c(C(F)(F)F)cccc23)c1, Cc1ccccc1N. Product: Cc1ccccc1NCc1cccc(-c2c(C(=O)c3ccccc3)cnc3c(C(F)(F)F)cccc23)c1. The reactants are CC(=O)C1=CC2=CC=CC=C2C=C1 (2-acetonaphthone), [OH-].[K+] (potassium hydroxide). The reagents and catalysts are C1=CC=C(C=C1)P(C2=CC=CC=C2)C3=CC=CC=C3.C1=CC=C(C=C1)P(C2=CC=CC=C2)C3=CC=CC=C3.C1=CC=C(C=C1)P(C2=CC=CC=C2)C3=CC=CC=C3.[Cl-].[Cl-].[Ru+2] (Tris(triphenylphosphine)ruthenium(II) chloride). Run in ClCCl (dichloromethane), ClCCl (dichloromethane). Reaction conditions: temperature 40 celsius, time 0.5 hour. Product: C1=C(C=CC2=CC=CC=C12)C(C)O (1-(2-naphthyl)ethanol). RXN SMILES: [CH3:1][C:2]([C:4]1[CH:13]=[CH:12][C:11]2[C:6](=[CH:7][CH:8]=[CH:9][CH:10]=2)[CH:5]=1)=[O:3].[OH-].[K+]>ClCCl.C1C=CC(P(C2C=CC=CC=2)C2C=CC=CC=2)=CC=1.C1C=CC(P(C2C=CC=CC=2)C2C=CC=CC=2)=CC=1.C1C=CC(P(C2C=CC=CC=2)C2C=CC=CC=2)=CC=1.[Cl-].[Cl-].[Ru+2]>[CH:5]1[C:6]2[C:11](=[CH:10][CH:9]=[CH:8][CH:7]=2)[CH:12]=[CH:13][C:4]=1[CH:2]([OH:3])[CH3:1] |f:1.2,4.5.6.7.8.9|. Procedure: Tris(triphenylphosphine)ruthenium(II) chloride (3.8 mg, 4 μmol, 1 mol %) and a chiral ligand (M=Ru, R=t-Bu, Ar=3,5-t-Bu2C6H3—, 2.6 μmol, 0.65 mol %) were dissolved in dichloromethane (3 mL) under nitrogen atmosphere, and then heated and stirred for 0.5 h at 40° C. After the mixture was cooled to room temperature, 2-acetonaphthone (0.4 mmol), dichloromethane (2 mL) and an aqueous solution of potassium hydroxide (0.2 mL, 0.2 M) were added thereto. Thereafter, the reaction system was placed in an a...